Dataset: the Open Reaction Database (ORD), a public repository of structured organic reaction records. Task: describe an organic reaction: reactants, conditions, products, and yield The reactants are CCCC[Sn](CCCC)(CCCC)C1=CCCO1, N#Cc1c(Cl)nc(N)[nH]c1=O, C1COCCO1. Yields the product N#Cc1c(C2=CCCO2)nc(N)[nH]c1=O. Reaction SMILES: [CH2:12]([Sn:13]([CH2:14][CH2:15][CH2:16][CH3:22])([C:17]1=[CH:21][CH2:20][CH2:19][O:18]1)[CH2:23][CH2:24][CH2:25][CH3:26])[CH2:27][CH2:28][CH3:29].[NH2:1][c:2]1[nH:3][c:4](=[O:11])[c:5]([C:9]#[N:10])[c:6]([Cl:8])[n:7]1.[O:30]1[CH2:31][CH2:32][O:33][CH2:34][CH2:35]1>>[NH2:1][c:2]1[nH:3][c:4](=[O:11])[c:5]([C:9]#[N:10])[c:6]([C:17]2=[CH:21][CH2:20][CH2:19][O:18]2)[n:7]1.